From a dataset of the Open Reaction Database (ORD), a public repository of structured organic reaction records. describe an organic reaction: reactants, conditions, products, and yield Reactants: 3, C(Cl)Cl (CH2Cl2), CCN(C(C)C)C(C)C (Hunig's Base), FC(C1=CC=C(C=C1)CC(=O)O)(F)F (4-trifluoromethylphenyl acetic acid), O.ON1N=NC2=C1C=CC=C2 (1-hydroxybenzotriazole hydrate), C(Cl)Cl (CH2Cl2), CCN=C=NCCCN(C)C (EDCI). Conditions: temperature 5 celsius. The product is Cl.FC(C1=CC=C(C=C1)CC(=O)N([C@H]1[C@@H](CCCC1)N1CCCC1)C)(F)F ((±)-trans-4-Trifluoromethyl-N-methyl-N-[2-(1-pyrrolidinyl)cyclohexyl]-phenylacetamide Hydrochloride). As a reaction SMILES: [F:1][C:2]([F:14])([F:13])[C:3]1[CH:8]=[CH:7][C:6]([CH2:9][C:10]([OH:12])=O)=[CH:5][CH:4]=1.O.ON1[C:21]2[CH:22]=[CH:23][CH:24]=C[C:20]=2[N:19]=N1.CCN=C=N[CH2:31][CH2:32][CH2:33][N:34]([CH3:36])[CH3:35].[CH3:37]CN(C(C)C)C(C)C.C(Cl)[Cl:47]>>[ClH:47].[F:13][C:2]([F:1])([F:14])[C:3]1[CH:4]=[CH:5][C:6]([CH2:9][C:10]([N:19]([CH3:37])[C@@H:20]2[CH2:21][CH2:22][CH2:23][CH2:24][C@H:36]2[N:34]2[CH2:33][CH2:32][CH2:31][CH2:35]2)=[O:12])=[CH:7][CH:8]=1 |f:1.2,6.7|. Reported procedure: To a solution of 4-trifluoromethylphenyl acetic acid (1.45 g, 7.08 mmol) in 10 mL of dry CH2Cl2 under a nitrogen atmosphere was added 1-hydroxybenzotriazole hydrate (HOBT) (0.95 g, 7.08 mmol) and stirred. The reaction mixture was cooled to 0°→5° C. and solid EDCI ([1-(3-dimethylaminopropyl)-3-ethyl-carbodiimide HCl]) (1.35 g, 7.08 mmol) was added and stirred at this temperature for 30 min. A solution of (±) 3 (1.0 g, 5.48 mmol) in 10 mL of dry CH2Cl2 was added followed by N,N-diisopropylethylane... Starting materials: N1N=CC(=C1)C1=CC2=C(C=3N=C(SC3CCO2)C=2N(N=CN2)CC(F)(F)F)C=C1 (8-(1H-Pyrazol-4-yl)-2-[2-(2,2,2-trifluoro-ethyl)-2H-[1,2,4]triazol-3-yl]-4,5-dihydro-6-oxa-3-thia-1-aza-benzo[e]azulene), C([O-])([O-])=O.[Cs+].[Cs+] (Cesium Carbonate), CN(C=O)C (N,N-Dimethylformamide), BrCCO (2-Bromoethanol). Solvent: O (water), C(C)(=O)OCC (ethyl acetate). Run at temperature 70 celsius, time 8 hour. Yields the product FC(CN1N=CN=C1C=1SC=2CCOC3=C(C2N1)C=CC(=C3)C=3C=NN(C3)CCO)(F)F (2-(4-{2-[2-(2,2,2-Trifluoro-ethyl)-2H-[1,2,4]triazol-3-yl]-4,5-dihydro-6-oxa-3-thia-1-aza-benzo[e]azulen-8-yl}-pyrazol-1-yl)-ethanol). The yield is 14.5%. Reaction SMILES: [NH:1]1[CH:5]=[C:4]([C:6]2[CH:29]=[CH:28][C:9]3[C:10]4[N:11]=[C:12]([C:18]5[N:19]([CH2:23][C:24]([F:27])([F:26])[F:25])[N:20]=[CH:21][N:22]=5)[S:13][C:14]=4[CH2:15][CH2:16][O:17][C:8]=3[CH:7]=2)[CH:3]=[N:2]1.C(=O)([O-])[O-].[Cs+].[Cs+].CN(C)C=O.Br[CH2:42][CH2:43][OH:44]>O.C(OCC)(=O)C>[F:27][C:24]([F:26])([F:25])[CH2:23][N:19]1[C:18]([C:12]2[S:13][C:14]3[CH2:15][CH2:16][O:17][C:8]4[CH:7]=[C:6]([C:4]5[CH:3]=[N:2][N:1]([CH2:42][CH2:43][OH:44])[CH:5]=5)[CH:29]=[CH:28][C:9]=4[C:10]=3[N:11]=2)=[N:22][CH:21]=[N:20]1 |f:1.2.3|. Procedure: A solution of 8-(1H-Pyrazol-4-yl)-2-[2-(2,2,2-trifluoro-ethyl)-2H-[1,2,4]triazol-3-yl]-4,5-dihydro-6-oxa-3-thia-1-aza-benzo[e]azulene (0.30 g, 0.00072 mol) and Cesium Carbonate (0.28 g, 0.00086 mol) in N,N-Dimethylformamide (1.5 mL, 0.019 mol) was stirred at room temperature for 5 minutes. 2-Bromoethanol (0.061 mL, 0.00086 mol) was added and the reaction was stirred at 70° C. overnight. The mixture was cooled to room temperature and ethyl acetate and water were added to the reaction. The aqueous... Starting materials: CC(C)=O, CC(C)S(=O)(=O)c1cc(C#N)ccc1C1OCCCO1, O, O, Cc1ccc(S(=O)(=O)[O-])cc1, c1cc[nH+]cc1. Yields the product CC(C)S(=O)(=O)c1cc(C#N)ccc1C=O. RXN SMILES: [CH3:40][C:41]([CH3:42])=[O:43].[O:1]1[CH:2]([c:7]2[c:8]([S:15](=[O:16])(=[O:17])[CH:18]([CH3:19])[CH3:20])[cH:9][c:10]([C:11]#[N:12])[cH:13][cH:14]2)[O:6][CH2:5][CH2:4][CH2:3]1.[OH2:38].[OH2:39].[c:21]1([CH3:22])[cH:23][cH:24][c:25]([S:26]([O-:27])(=[O:28])=[O:29])[cH:30][cH:31]1.[nH+:32]1[cH:33][cH:34][cH:35][cH:36][cH:37]1>>[O:1]=[CH:2][c:7]1[c:8]([S:15](=[O:16])(=[O:17])[CH:18]([CH3:19])[CH3:20])[cH:9][c:10]([C:11]#[N:12])[cH:13][cH:14]1. Starting materials: S(=O)(=O)([O-])[O-] (sulfate), S(O)(O)(=O)=O (Sulfuric acid), S(=O)(=O)([O-])[O-] (sulfate), [Ca] (calcium), S(=O)(=O)([O-])[O-] (sulfate), [O-]P(=O)([O-])[O-].[O-]P(=O)([O-])[O-].[O-]P(=O)([O-])[O-].[F-].[Ca+2].[Ca+2].[Ca+2].[Ca+2].[Ca+2] (phosphate rock). Yields the product O.S(=O)(=O)([O-])[O-].[Ca+2].[Ca+2].S(=O)(=O)([O-])[O-] (calcium sulfate hemihydrate). RXN SMILES: [S:1](=[O:5])(=[O:4])([OH:3])[OH:2].[S:6]([O-:10])([O-:9])(=[O:8])=[O:7].[Ca:11].[O-]P([O-])([O-])=O.[O-]P([O-])([O-])=O.[O-]P([O-])([O-])=O.[F-].[Ca+2].[Ca+2].[Ca+2].[Ca+2].[Ca+2]>>[OH2:2].[S:6]([O-:10])([O-:9])(=[O:8])=[O:7].[Ca+2:11].[Ca+2:11].[S:1]([O-:5])([O-:4])(=[O:3])=[O:2] |f:3.4.5.6.7.8.9.10.11,12.13.14.15.16|. Procedure: Sulfuric acid is added in amounts such that the sulfate content of the added acid and the sulfate content of the added rock is equivalent to about 90% to about 100% (more preferred 93-99.5%) of the stoichiometric amount of sulfate required to react with calcium added in the phosphate rock to form calcium sulfate hemihydrate.